Dataset: the Open Reaction Database (ORD), a public repository of structured organic reaction records. Task: describe an organic reaction: reactants, conditions, products, and yield Reactants: C(OC(Cl)(Cl)Cl)(OC(Cl)(Cl)Cl)=O (bis(trichloromethyl) carbonate), Cl.COC(=O)N1CCC(CC1)N (4-amino-piperidine-1-carboxylic acid methyl ester hydrochloride), [C@H]1(CCC2=CC=CC=C12)NC1=NC2=CC=C(C=C2C=C1)N ((R)—N2-indan-1-yl-quinoline-2,6-diamine). The product is COC(=O)N1CCC(CC1)NC(=O)NC=1C=C2C=CC(=NC2=CC1)N[C@@H]1CCC2=CC=CC=C12 (4-{3-[2-((R)-Indan-1-ylamino)-quinolin-6-yl]-ureido}-piperidine-1-carboxylic acid methyl ester). RXN SMILES: [C:1](=[O:12])(OC(Cl)(Cl)Cl)OC(Cl)(Cl)Cl.Cl.[CH3:14][O:15][C:16]([N:18]1[CH2:23][CH2:22][CH:21]([NH2:24])[CH2:20][CH2:19]1)=[O:17].[C@H:25]1([NH:34][C:35]2[CH:44]=[CH:43][C:42]3[C:37](=[CH:38][CH:39]=[C:40]([NH2:45])[CH:41]=3)[N:36]=2)[C:33]2[C:28](=[CH:29][CH:30]=[CH:31][CH:32]=2)[CH2:27][CH2:26]1>>[CH3:14][O:15][C:16]([N:18]1[CH2:23][CH2:22][CH:21]([NH:24][C:1]([NH:45][C:40]2[CH:41]=[C:42]3[C:37](=[CH:38][CH:39]=2)[N:36]=[C:35]([NH:34][C@H:25]2[C:33]4[C:28](=[CH:29][CH:30]=[CH:31][CH:32]=4)[CH2:27][CH2:26]2)[CH:44]=[CH:43]3)=[O:12])[CH2:20][CH2:19]1)=[O:17] |f:1.2|. Procedure details: The title compound was prepared in accordance with the general method 4 described in example 16 from bis(trichloromethyl) carbonate, 4-amino-piperidine-1-carboxylic acid methyl ester hydrochloride and (R)—N2-indan-1-yl-quinoline-2,6-diamine; MS: m/e=460.8 (M+H−). Reactants: CCN=C=NCCCN(C)C (WSC), C=1C=CC2=C(C1)N=NN2O (HOBt), FC1=C(N)C=CC(=C1)F (2,4-difluoroaniline), BrCCCCCC(=O)O (6-bromohexanoic acid). Solvent: CN(C)C=O (DMF). Conditions: time 15 hour. Yields the product BrCCCCCC(=O)NC1=C(C=C(C=C1)F)F (6-bromo-N-(2,4-difluorophenyl)hexanamide). Isolated yield 68.6%. RXN SMILES: CCN=C=NCCCN(C)C.C1C=CC2N(O)N=NC=2C=1.[F:22][C:23]1[CH:29]=[C:28]([F:30])[CH:27]=[CH:26][C:24]=1[NH2:25].[Br:31][CH2:32][CH2:33][CH2:34][CH2:35][CH2:36][C:37](O)=[O:38]>CN(C=O)C>[Br:31][CH2:32][CH2:33][CH2:34][CH2:35][CH2:36][C:37]([NH:25][C:24]1[CH:26]=[CH:27][C:28]([F:30])=[CH:29][C:23]=1[F:22])=[O:38]. Procedure: WSC (2.1 g, 11 mmols) and HOBt (1.49 g, 11 mmols) were added to a DMF (30 ml) solution of 2,4-difluoroaniline (1.29 g, 10 mmols) and 6-bromohexanoic acid (2.93 g, 15 mmols), and stirred at room temperature for 15 hours. The reaction mixture was extracted with ether. The organic layer was washed with water, 1 N HCl, an aqueous saturated solution of sodium hydrogencarbonate and saturated saline in that order, and dried with anhydrous magnesium sulfate, and the solvent was evaporated. Then, the res... Starting materials: ClC1=CC=C(C(=O)C=2C(=NC=CC2)N2C=NC=C2)C=C1 (3-(4-chlorobenzoyl)-2-(1-imidazolyl)pyridine), [BH4-].[Na+] (sodium borohydride). Run in C(C)O (ethanol), O (water), O (water). Product: ClC1=CC=C(C=C1)C(O)C=1C(=NC=CC1)N1C=NC=C1 (α-(4-chlorophenyl)-2-(1-imidazolyl)-3-pyridinemethanol). Isolated yield 89.0%. RXN SMILES: [Cl:1][C:2]1[CH:20]=[CH:19][C:5]([C:6]([C:8]2[C:9]([N:14]3[CH:18]=[CH:17][N:16]=[CH:15]3)=[N:10][CH:11]=[CH:12][CH:13]=2)=[O:7])=[CH:4][CH:3]=1.[BH4-].[Na+]>C(O)C.O>[Cl:1][C:2]1[CH:20]=[CH:19][C:5]([CH:6]([C:8]2[C:9]([N:14]3[CH:18]=[CH:17][N:16]=[CH:15]3)=[N:10][CH:11]=[CH:12][CH:13]=2)[OH:7])=[CH:4][CH:3]=1 |f:1.2|. Reported procedure: To a solution of 4.8 g of 3-(4-chlorobenzoyl)-2-(1-imidazolyl)pyridine in 35 ml of ethanol and 5 ml of water is added 0.64 g of sodium borohydride. After the mixture is stirred at room temperature for an hour, the reaction mixture is poured into water and extracted with chloroform. The chloroform is distilled off and the residue is recrystallized from toluene to give 4.3 g of α-(4-chlorophenyl)-2-(1-imidazolyl)-3-pyridinemethanol as white crystals, melting at 133°-134° C. The reactants are FB(C1=C(C=C(C=C1C)C)C)C1=C(C=C(C=C1C)C)C (fluorodimesitylborane), solution, C(C)(C)(C)[Li] (tert-butyllithium), BrC1=CC=C(C=C1)C1=CC=C(C=C1)Br (4,4′-dibromobiphenyl). The solvent is C1CCOC1 (THF), CCCCCC (n-hexane), C1CCOC1 (THF). Conditions: temperature -78 celsius, time 1 hour. Product: C1(=C(C(=CC(=C1)C)C)B(C1=CC=C(C=C1)C1=CC=C(C=C1)B(C1=C(C=C(C=C1C)C)C)C1=C(C=C(C=C1C)C)C)C1=C(C=C(C=C1C)C)C)C (4,4′-bis(dimesitylboryl)biphenyl). Reaction SMILES: [C:1]([Li])([CH3:4])([CH3:3])[CH3:2].Br[C:7]1[CH:12]=[CH:11][C:10]([C:13]2[CH:18]=[CH:17][C:16](Br)=[CH:15][CH:14]=2)=[CH:9][CH:8]=1.F[B:21]([C:31]1[C:36]([CH3:37])=[CH:35][C:34]([CH3:38])=[CH:33][C:32]=1[CH3:39])[C:22]1[C:27]([CH3:28])=[CH:26][C:25]([CH3:29])=[CH:24][C:23]=1[CH3:30]>CCCCCC.C1COCC1>[C:1]1([CH3:4])[CH:3]=[C:36]([CH3:35])[CH:31]=[C:32]([CH3:33])[C:2]=1[B:21]([C:22]1[C:27]([CH3:28])=[CH:26][C:25]([CH3:29])=[CH:24][C:23]=1[CH3:30])[C:7]1[CH:12]=[CH:11][C:10]([C:13]2[CH:18]=[CH:17][C:16]([B:21]([C:31]3[C:36]([CH3:37])=[CH:35][C:34]([CH3:38])=[CH:33][C:32]=3[CH3:39])[C:22]3[C:27]([CH3:28])=[CH:26][C:25]([CH3:29])=[CH:24][C:23]=3[CH3:30])=[CH:15][CH:14]=2)=[CH:9][CH:8]=1. Procedure: 28.5 ml (48 mmol) of a 1.7 M solution of tert-butyllithium in n-hexane was added dropwise to a well-stirred suspension of 3.12 g (10 mmol) of 4,4′-dibromobiphenyl in 200 ml of absolute THF which had been cooled to −78° C. over a period of 20 minutes at such a rate that the temperature of the reaction mixture did not exceed −65° C. The suspension was stirred at −78° C. for another 1 hour and a solution of 6.44 g (24 mmol) of fluorodimesitylborane in 100 ml of absolute THF was then added dropwise ... Starting materials: O=C([O-])O, Cl, [N-]=[N+]=NC(CC1OCCO1)C1(O)CN(C(=O)c2ccc(F)c(F)c2Nc2ccc(I)cc2F)C1, [Na+], C1CCOC1. The product is [N-]=[N+]=NC(CC=O)C1(O)CN(C(=O)c2ccc(F)c(F)c2Nc2ccc(I)cc2F)C1. Reaction SMILES: [C:36](=[O:37])([OH:38])[O-:39].[ClH:35].[N:1](=[N+:2]=[N-:3])[CH:4]([CH2:5][CH:6]1[O:7][CH2:10][CH2:9][O:8]1)[C:11]1([OH:34])[CH2:12][N:13]([C:15](=[O:16])[c:17]2[c:18]([NH:25][c:26]3[c:27]([F:33])[cH:28][c:29]([I:32])[cH:30][cH:31]3)[c:19]([F:24])[c:20]([F:23])[cH:21][cH:22]2)[CH2:14]1.[Na+:40].[O:41]1[CH2:42][CH2:43][CH2:44][CH2:45]1>>[N:1](=[N+:2]=[N-:3])[CH:4]([CH2:5][CH:6]=[O:7])[C:11]1([OH:34])[CH2:12][N:13]([C:15](=[O:16])[c:17]2[c:18]([NH:25][c:26]3[c:27]([F:33])[cH:28][c:29]([I:32])[cH:30][cH:31]3)[c:19]([F:24])[c:20]([F:23])[cH:21][cH:22]2)[CH2:14]1.